From a dataset of the Open Reaction Database (ORD), a public repository of structured organic reaction records. describe an organic reaction: reactants, conditions, products, and yield The reactants are ClC1=CC=C(C=C1)C=CC(CCCCC)=O (1-(4-chlorophenyl)-1-octen-3-one). The reagents and catalysts are [Ni] (Raney nickel). The solvent is C1(=CC=CC=C1)C (toluene). Conditions: temperature 60 celsius, time 5 hour. Product: ClC1=CC=C(C=C1)CCC(CCCCC)=O (1-(4-chlorophenyl)-3-octanone). The yield is 96.3%. As a reaction SMILES: [Cl:1][C:2]1[CH:7]=[CH:6][C:5]([CH:8]=[CH:9][C:10](=[O:16])[CH2:11][CH2:12][CH2:13][CH2:14][CH3:15])=[CH:4][CH:3]=1>[Ni].C1(C)C=CC=CC=1>[Cl:1][C:2]1[CH:3]=[CH:4][C:5]([CH2:8][CH2:9][C:10](=[O:16])[CH2:11][CH2:12][CH2:13][CH2:14][CH3:15])=[CH:6][CH:7]=1. Procedure: 15 g of Raney nickel are added to a solution of 100 g (0.423 mol) of 1-(4-chlorophenyl)-1-octen-3-one in 500 ml of toluene and the mixture is stirred for 5 hours at 60° C. under a hydrogen pressure of 70-90 bar in an autoclave. After this the reaction mixture is filtered and concentrated under reduced pressure. 97.3 g (96.4% of theory) of 1-(4-chlorophenyl)-3-octanone are obtained in the form of a colorless oil. ##STR36## The product is CC(C)(C)OC(=O)NCCNCc1csc(NC(=O)NCc2cccc(F)c2)n1. Reactants: CC(=O)O[BH-](OC(C)=O)OC(C)=O, ClCCl, O=Cc1csc(NC(=O)NCc2cccc(F)c2)n1, CC(C)(C)OC(=O)NCCN, [Na+]. RXN SMILES: [C:1]([O:2][BH-:3]([O:4][C:5](=[O:6])[CH3:7])[O:8][C:9](=[O:10])[CH3:11])(=[O:12])[CH3:13].[Cl:45][CH2:46][Cl:47].[F:15][c:16]1[cH:17][c:18]([CH2:19][NH:20][C:21](=[O:22])[NH:23][c:24]2[s:25][cH:26][c:27]([CH:29]=[O:30])[n:28]2)[cH:31][cH:32][cH:33]1.[NH2:34][CH2:35][CH2:36][NH:37][C:38]([O:39][C:40]([CH3:41])([CH3:42])[CH3:43])=[O:44].[Na+:14]>>[F:15][c:16]1[cH:17][c:18]([CH2:19][NH:20][C:21](=[O:22])[NH:23][c:24]2[s:25][cH:26][c:27]([CH2:29][NH:34][CH2:35][CH2:36][NH:37][C:38]([O:39][C:40]([CH3:41])([CH3:42])[CH3:43])=[O:44])[n:28]2)[cH:31][cH:32][cH:33]1. Starting materials: Cl.ClC1=CC=C(S1)C(=N)N (5-Chlorothiophene-2-carboxamidine hydrochloride), C(=O)C(C(=O)OC)C (methyl 2-formylpropionate), solution, C[O-].[K+] (potassium methoxide), O([K])C (KOMe). Run in CO (methanol). Conditions: time 6 day. Product: ClC1=CC=C(S1)C1=NC=C(C(N1)=O)C (2-(5-Chloro-2-thienyl)-5-methyl-4-pyrimidone). Reaction SMILES: Cl.[Cl:2][C:3]1[S:7][C:6]([C:8]([NH2:10])=[NH:9])=[CH:5][CH:4]=1.[CH:11]([CH:13]([CH3:18])[C:14](OC)=O)=[O:12].C[O-].[K+]>CO>[Cl:2][C:3]1[S:7][C:6]([C:8]2[NH:10][C:11](=[O:12])[C:13]([CH3:18])=[CH:14][N:9]=2)=[CH:5][CH:4]=1 |f:0.1,3.4|. Procedure details: 2.0 g 5-Chlorothiophene-2-carboxamidine hydrochloride and 1.7 g methyl 2-formylpropionate are added to a 25% solution of potassium methoxide in methanol containing 6.2 g of KOMe. The mixture is stirred for 6 days, then the methanol is evaporated and the residue dissolved in water. Upon addition of hydrochloric acid the product precipitates as a white solid (m.p.>250° C.).